This data is from the Open Reaction Database (ORD), a public repository of structured organic reaction records. The task is: describe an organic reaction: reactants, conditions, products, and yield Reactants: [Na] (sodium), Cl.C1(CCCCC1)C(N)=N (cyclohexanecarboximidamide hydrochloride), [O-]CC.[Na+] (sodium ethoxide), C(CC(=O)OCC)(=O)OCC (diethyl malonate). Run in C(C)O (ethanol), C(C)O (ethanol), C(C)O (ethanol). Reaction conditions: time 8 hour. The product is C1(CCCCC1)C1=NC(=CC(=N1)O)O (2-cyclohexylpyrimidine-4,6-diol). The yield is 91.8%. Reaction SMILES: [O-]CC.[Na+].[Na].[C:6]([O:14]CC)(=O)[CH2:7][C:8]([O:10]CC)=O.Cl.[CH:18]1([C:24](=[NH:26])[NH2:25])[CH2:23][CH2:22][CH2:21][CH2:20][CH2:19]1>C(O)C>[CH:18]1([C:24]2[N:26]=[C:6]([OH:14])[CH:7]=[C:8]([OH:10])[N:25]=2)[CH2:23][CH2:22][CH2:21][CH2:20][CH2:19]1 |f:0.1,4.5,^1:4|. Reported procedure: A solution of sodium ethoxide in ethanol [previously prepared by dissolving sodium (2.12 g, 92.2 mmol) in ethanol (200 mL)] was treated with diethyl malonate (6.1 mL, 40.2 mmol) with stirring at ambient temperature. A solution of cyclohexanecarboximidamide hydrochloride (5 g, 31 mmol) in ethanol (100 mL) was then added dropwise with stirring at room temperature. On completion of addition the reaction mixture was heated at reflux for 8 h and allowed to stand overnight. The reaction mixture was co... Starting materials: ClC=1C=CC(=C(C1)C(C)O)OC (1-(5-Chloro-2-methoxyphenyl)ethanol), C(C)[SiH](CC)CC (Triethylsilane). Run in FC(C(=O)O)(F)F (trifluoroacetic acid). Reaction conditions: time 8 hour. Yields the product ClC1=CC(=C(C=C1)OC)CC (4-Chloro-2-ethyl-1-methoxybenzene). The yield is 141.4%. As a reaction SMILES: [Cl:1][C:2]1[CH:3]=[CH:4][C:5]([O:11][CH3:12])=[C:6]([CH:8](O)[CH3:9])[CH:7]=1.C([SiH](CC)CC)C>FC(F)(F)C(O)=O>[Cl:1][C:2]1[CH:3]=[CH:4][C:5]([O:11][CH3:12])=[C:6]([CH2:8][CH3:9])[CH:7]=1. Procedure details: 1-(5-Chloro-2-methoxyphenyl)ethanol (Preparation 4, 6.97 g, 37.3 mmol), was dissolved in trifluoroacetic acid (20 mL). Triethylsilane (29.8 mL, 187 mmol) was added and the reaction mixture stirred at room temperature overnight. The reaction mixture was concentrated in vacuo. The resulting residue was dissolved in ethyl acetate and washed with water. The organic phase was separated and concentrated in vacuo to afford the title compound (9 g, 141%, contains residual triethylsilane). This material ... Reactants: O=C([O-])[O-], COC(C)(C)C, CO, O=C(Cl)CCl, ClCCl, Cl, NC(CO)(c1cccc(Br)c1)C(F)F, [Na+], [Na+], O. Product: O=C(CCl)NC(CO)(c1cccc(Br)c1)C(F)F. RXN SMILES: [C:16](=[O:17])([O-:18])[O-:19].[C:33]([O:34][CH3:35])([CH3:36])([CH3:37])[CH3:38].[CH3:27][OH:28].[Cl:22][CH2:23][C:24](=[O:25])[Cl:26].[Cl:29][CH2:30][Cl:31].[ClH:1].[NH2:2][C:3]([CH2:4][OH:5])([CH:6]([F:7])[F:8])[c:9]1[cH:10][c:11]([Br:15])[cH:12][cH:13][cH:14]1.[Na+:20].[Na+:21].[OH2:32]>>[NH:2]([C:3]([CH2:4][OH:5])([CH:6]([F:7])[F:8])[c:9]1[cH:10][c:11]([Br:15])[cH:12][cH:13][cH:14]1)[C:24]([CH2:23][Cl:22])=[O:25]. Reactants: hydroxyalkylated ethylenediamines, OC(CN(CCN(CC(C)O)CC(C)O)CC(C)O)C (N,N,N′,N′-tetrakis-(2-hydroxypropyl)ethylenediamine), OCCN(CCN(CCO)CCO)CCO (N,N,N′,N′-tetrakis-(hydroxyethyl)ethylenediamine). RXN SMILES: [OH:1][CH:2]([CH3:20])[CH2:3][N:4]([CH2:16][CH:17]([OH:19])[CH3:18])[CH2:5][CH2:6][N:7]([CH2:12][CH:13]([OH:15])C)[CH2:8][CH:9]([OH:11])[CH3:10].OCCN(CCO)CCN(CCO)CCO>>[OH:15][CH2:13][CH2:12][N:7]([CH2:8][CH:9]([OH:11])[CH3:10])[CH2:6][CH2:5][N:4]([CH2:16][CH:17]([OH:19])[CH3:18])[CH2:3][CH:2]([OH:1])[CH3:20]. Procedure: Examples of suitable hydroxyalkylated ethylenediamines include, but are not limited to N,N,N′,N′-tetrakis-(2-hydroxypropyl)ethylenediamine and N,N,N′,N′-tetrakis-(hydroxyethyl)ethylenediamine. N-hydroxyethyl,N,N′,N′-tris(2-hydroxypropyl)ethylenediamine, and combinations of two or more thereof will not give solid. Preferably, the hydroxyalkylated ethylenediamine is N,N,N′,N′-tetrakis-(2-hydroxypropyl)ethylenediamine or N,N,N′,N′-tetrakis-(hydroxyethyl)ethylenediamine. The hydroxyalkylated ethylen... Product: OCCN(CCN(CC(C)O)CC(C)O)CC(C)O (N-hydroxyethyl,N,N′,N′-tris(2-hydroxypropyl)ethylenediamine).